Dataset: the Open Reaction Database (ORD), a public repository of structured organic reaction records. Task: describe an organic reaction: reactants, conditions, products, and yield The reactants are O1C(=CC2=C1C=CC=C2)C2=C(N1CC(C(C1=C2C2=CC=CC=C2)OC)(C)C)C(C(=O)OCC)=O (Ethyl 6-(2-benzofuranyl)-2,3-dihydro-2,2-dimethyl-1-methoxy-7-phenyl-1H-pyrrolizin-5-yl-2-oxoacetate), O.NN (hydrazine hydrate), Cl (HCl), [OH-].[K+] (KOH). The solvent is C(COCCO)O (diethylene glycol). Conditions: time 4 hour. Product: O1C(=CC2=C1C=CC=C2)C2=C(N1CC(C(C1=C2C2=CC=CC=C2)OC)(C)C)CC(=O)O (6-(2-Benzofuranyl)-2,3-dihydro-2,2-dimethyl-1-methoxy-7-phenyl-1H-pyrrolizin-5-ylacetic Acid). RXN SMILES: [O:1]1[C:5]2[CH:6]=[CH:7][CH:8]=[CH:9][C:4]=2[CH:3]=[C:2]1[C:10]1[C:17]([C:18]2[CH:23]=[CH:22][CH:21]=[CH:20][CH:19]=2)=[C:16]2[N:12]([CH2:13][C:14]([CH3:27])([CH3:26])[CH:15]2[O:24][CH3:25])[C:11]=1[C:28](=O)[C:29]([O:31]CC)=[O:30].O.NN.[OH-].[K+].Cl>C(O)COCCO>[O:1]1[C:5]2[CH:6]=[CH:7][CH:8]=[CH:9][C:4]=2[CH:3]=[C:2]1[C:10]1[C:17]([C:18]2[CH:23]=[CH:22][CH:21]=[CH:20][CH:19]=2)=[C:16]2[N:12]([CH2:13][C:14]([CH3:26])([CH3:27])[CH:15]2[O:24][CH3:25])[C:11]=1[CH2:28][C:29]([OH:31])=[O:30] |f:1.2,3.4|. Procedure: Ethyl 6-(2-benzofuranyl)-2,3-dihydro-2,2-dimethyl-1-methoxy-7-phenyl-1H-pyrrolizin-5-yl-2-oxoacetate (example 21b, 0.92 g, 2 mmol) in diethylene glycol (20 ml) is heated at 60° C. for 30 min. with hydrazine hydrate 80% (1.56 ml, 40 mmol), then treated with KOH techn. 85% (2.1 g, 32 mmol) and the mixture is kept at 130° C. for 4 h (until the end of the evolution of gas and fading of the coloration). The mixture, which is poured onto ice, is brought to pH 3 using HCl 10%, and the fine precipitate ... Reactants: N#Cc1nn(-c2c(Cl)cc(Cl)cc2Cl)c(N)c1S(Cl)(Br)CF, O, OO, O=C(O)C(F)(F)F. Yields the product N#Cc1nn(-c2c(Cl)cc(Cl)cc2Cl)c(N)c1S(=O)(Cl)(Br)CF. As a reaction SMILES: [NH2:3][c:4]1[c:5]([S:20]([CH2:21][F:22])([Cl:23])[Br:24])[c:6]([C:18]#[N:19])[n:7][n:8]1-[c:9]1[c:10]([Cl:17])[cH:11][c:12]([Cl:16])[cH:13][c:14]1[Cl:15].[OH2:25].[OH:1][OH:2].[OH:26][C:27]([C:28]([F:29])([F:30])[F:31])=[O:32]>>[O:1]=[S:20]([c:5]1[c:4]([NH2:3])[n:8](-[c:9]2[c:10]([Cl:17])[cH:11][c:12]([Cl:16])[cH:13][c:14]2[Cl:15])[n:7][c:6]1[C:18]#[N:19])([CH2:21][F:22])([Cl:23])[Br:24]. The reactants are Cc1cc2c3c(cc(C)c2[nH]c1=O)CC(CBr)O3, CN(C)C=O, ClC(Cl)Cl, [N-]=[N+]=[N-], [Na+]. Product: Cc1cc2c3c(cc(C)c2[nH]c1=O)CC(CN=[N+]=[N-])O3. As a reaction SMILES: [Br:1][CH2:2][CH:3]1[CH2:4][c:5]2[c:6]([c:7]3[cH:8][c:9]([CH3:17])[c:10](=[O:16])[nH:11][c:12]3[c:13]([CH3:15])[cH:14]2)[O:18]1.[CH3:23][N:24]([CH3:25])[CH:26]=[O:27].[CH:28]([Cl:29])([Cl:30])[Cl:31].[N-:20]=[N+:21]=[N-:22].[Na+:19]>>[CH2:2]([CH:3]1[CH2:4][c:5]2[c:6]([c:7]3[cH:8][c:9]([CH3:17])[c:10](=[O:16])[nH:11][c:12]3[c:13]([CH3:15])[cH:14]2)[O:18]1)[N:20]=[N+:21]=[N-:22]. Reactants: CN1C(SC2=C1C=CC(=C2)B2OC(C(O2)(C)C)(C)C)=O (3-Methyl-6-(4,4,5,5-tetramethyl-[1,3,2]dioxaborolan-2-yl)-3H-benzothiazol-2-one), BrC=1C=C(C=NC1)N (5-Bromo-pyridin-3-ylamine), COC=1C=CC=C(C1C=2C=CC=CC2P(C3CCCCC3)C4CCCCC4)OC (S—PHOS), [O-]P(=O)([O-])[O-].[K+].[K+].[K+] (K3PO4). Reagents/catalysts: C=1C=CC(=CC1)/C=C/C(=O)/C=C/C2=CC=CC=C2.C=1C=CC(=CC1)/C=C/C(=O)/C=C/C2=CC=CC=C2.C=1C=CC(=CC1)/C=C/C(=O)/C=C/C2=CC=CC=C2.[Pd].[Pd] (Pd2(dba)3). Run in C1(=CC=CC=C1)C (toluene). Run at temperature 95 celsius. Yields the product NC=1C=C(C=NC1)C1=CC2=C(N(C(S2)=O)C)C=C1 (6-(5-aminopyridin-3-yl)-3-methylbenzo[d]thiazol-2(3H)-one). The yield is 49.2%. Reaction SMILES: [CH3:1][N:2]1[C:6]2[CH:7]=[CH:8][C:9](B3OC(C)(C)C(C)(C)O3)=[CH:10][C:5]=2[S:4][C:3]1=[O:20].Br[C:22]1[CH:23]=[C:24]([NH2:28])[CH:25]=[N:26][CH:27]=1.COC1C=CC=C(OC)C=1C1C=CC=CC=1P(C1CCCCC1)C1CCCCC1.[O-]P([O-])([O-])=O.[K+].[K+].[K+]>C1(C)C=CC=CC=1.C1C=CC(/C=C/C(/C=C/C2C=CC=CC=2)=O)=CC=1.C1C=CC(/C=C/C(/C=C/C2C=CC=CC=2)=O)=CC=1.C1C=CC(/C=C/C(/C=C/C2C=CC=CC=2)=O)=CC=1.[Pd].[Pd]>[NH2:28][C:24]1[CH:23]=[C:22]([C:9]2[CH:8]=[CH:7][C:6]3[N:2]([CH3:1])[C:3](=[O:20])[S:4][C:5]=3[CH:10]=2)[CH:27]=[N:26][CH:25]=1 |f:3.4.5.6,8.9.10.11.12|. Procedure: A mixture of 3-Methyl-6-(4,4,5,5-tetramethyl-[1,3,2]dioxaborolan-2-yl)-3H-benzothiazol-2-one (873.5 mg, 3 mmol), 5-Bromo-pyridin-3-ylamine (519 mg, 3 mmol), Pd2(dba)3 (24.7 mg, 0.06 mmol), S—PHOS (62 mg, 0.15 mmol), K3PO4 (1.27 g, 6 mmol) in toluene (15 mL) was heated to 95° C. for overnight. After filtration, concentration, the residue was purified by flash column (MeOH/CH2Cl2, v/v, 1.5-3%) and yielded yellow solid (380 mg). MS (ESI) m/z 258.0 (M+H)+. 1H NMR (400 MHz, CDCl3) δ ppm 3.49 (s, 3H),... The reactants are C(C)(=O)OC1=C(C=CC=C1)CC(CBr)Br (3-(2-acetoxyphenyl)-1,2-dibromopropane), resultant mixture, [O-]CC.[Na+] (sodium ethoxide), desired compound 001C, resultant solution, solution, C(Cl)(Cl)Cl (chloroform). The solvent is C(C)O (ethanol), C(C)O (ethanol). Conditions: temperature 0 celsius. Product: BrCC1CC2=C(O1)C=CC=C2 (2-bromomethyl-2,3-dihydrobenzo[b]furan). The yield is 65.7%. As a reaction SMILES: C([O:4][C:5]1[CH:10]=[CH:9][CH:8]=[CH:7][C:6]=1[CH2:11][CH:12](Br)[CH2:13][Br:14])(=O)C.[O-]CC.[Na+].C(Cl)(Cl)Cl>C(O)C>[Br:14][CH2:13][CH:12]1[O:4][C:5]2[CH:10]=[CH:9][CH:8]=[CH:7][C:6]=2[CH2:11]1 |f:1.2|. Reported procedure: 340 mg (1.0 mmol) of compound 001B, which had been prepared in Step B, was dissolved in 3 ml of ethanol, followed by cooling to 0° C. To the resultant solution was dropwise added 1.2 ml (1.2 mmol) of a 1N solution of sodium ethoxide in ethanol and then, the resultant mixture was stirred at 0° C. for 2 hours to effect a reaction. To the resultant reaction mixture was added 20 ml of chloroform to obtain a mixture. The obtained mixture was successively washed with 20 ml of a 10% aqueous citric acid... Reactants: COC(C=CC1=CC(=CC=C1)S(=O)(=O)Cl)=O (3-(3-Chlorosulfonylphenyl)acrylic acid methyl ester), COC=1C=C(C=CC1)N (3-methoxyphenylamine), C(=O)(O)[O-].[Na+] (NaHCO3), resultant solution. The solvent is O1CCOCC1 (dioxane), O1CCOCC1 (dioxane), O (water). Product: COC(C=CC1=CC(=CC=C1)S(NC1=CC(=CC=C1)OC)(=O)=O)=O (3-[3-(3-Methoxy-phenylsulfamoyl)-phenyl]-acrylic acid methyl ester). Yield: 82.8%. RXN SMILES: [CH3:1][O:2][C:3](=[O:16])[CH:4]=[CH:5][C:6]1[CH:11]=[CH:10][CH:9]=[C:8]([S:12](Cl)(=[O:14])=[O:13])[CH:7]=1.[CH3:17][O:18][C:19]1[CH:20]=[C:21]([NH2:25])[CH:22]=[CH:23][CH:24]=1.C([O-])(O)=O.[Na+]>O1CCOCC1.O>[CH3:1][O:2][C:3](=[O:16])[CH:4]=[CH:5][C:6]1[CH:11]=[CH:10][CH:9]=[C:8]([S:12](=[O:14])(=[O:13])[NH:25][C:21]2[CH:22]=[CH:23][CH:24]=[C:19]([O:18][CH3:17])[CH:20]=2)[CH:7]=1 |f:2.3|. Procedure: A solution of 3-(3-chlorosulfonylphenyl)-acrylic acid methyl ester (3) (0.4 g, 1.53 mmol) in dioxane (5 ml) was added to a mixture of 3-methoxyphenylamine (0.189 g, 1.53 mmol) in dioxane (1 ml) and NaHCO3 (0.25 g, 3.06 mmol) in water (3 ml), and the resultant solution was stirred at room temperature until the completion of the reaction (control by TLC). The reaction mixture was evaporated and the residue was partitioned between ethyl acetate and 2N HCl. The organic layer was washed successively ...